This data is from the Open Reaction Database (ORD), a public repository of structured organic reaction records. The task is: describe an organic reaction: reactants, conditions, products, and yield Reactants: C(C)OC(C(C(=O)OCC)(C1=CC=CC=C1)OC1=CC2=C(C3=NC(=CN3CCO2)C=2N(N=C(N2)C)C(C)C)C=C1)=O (2-[2-(2-isopropyl-5-methyl-2H-[1,2,4]triazol-3-yl)-4,5-dihydro-6-oxa-1,3a-diazabenzo[e]azulen-8-yloxy]-2-phenylmalonic acid diethyl ester), [C@@H]([C@H](C(=O)[O-])O)(C(=O)[O-])O.[Na+].[K+] (Rochelle's salt), [H-].[H-].[H-].[H-].[Li+].[Al+3] (LiAlH4), CCOC(=O)C (EtOAc). Solvent: C1CCOC1 (THF), C1CCOC1 (THF). Reaction conditions: time 2 hour. Product: C(C)(C)N1N=C(N=C1C1=CN2CCOC3=C(C2=N1)C=CC(=C3)OC(CO)(CO)C3=CC=CC=C3)C (2-[2-(2-Isopropyl-5-methyl-2H-[1,2,4]triazol-3-yl)-4,5-dihydro-6-oxa-1,3a-diazabenzo[e]azulen-8-yloxy]-2-phenylpropane-1,3-diol). The yield is 45.5%. Reaction SMILES: [H-].[H-].[H-].[H-].[Li+].[Al+3].C([O:9][C:10](=O)[C:11]([O:23][C:24]1[CH:46]=[CH:45][C:27]2[C:28]3[N:32]([CH2:33][CH2:34][O:35][C:26]=2[CH:25]=1)[CH:31]=[C:30]([C:36]1[N:37]([CH:42]([CH3:44])[CH3:43])[N:38]=[C:39]([CH3:41])[N:40]=1)[N:29]=3)([C:17]1[CH:22]=[CH:21][CH:20]=[CH:19][CH:18]=1)[C:12](OCC)=[O:13])C.CCOC(C)=O.[C@H](O)(C([O-])=O)[C@@H](O)C([O-])=O.[Na+].[K+]>C1COCC1>[CH:42]([N:37]1[C:36]([C:30]2[N:29]=[C:28]3[N:32]([CH2:33][CH2:34][O:35][C:26]4[CH:25]=[C:24]([O:23][C:11]([C:17]5[CH:18]=[CH:19][CH:20]=[CH:21][CH:22]=5)([CH2:12][OH:13])[CH2:10][OH:9])[CH:46]=[CH:45][C:27]=43)[CH:31]=2)=[N:40][C:39]([CH3:41])=[N:38]1)([CH3:44])[CH3:43] |f:0.1.2.3.4.5,8.9.10|. Procedure details: To a suspension of LiAlH4 (15 mg, 0.389 mmol) in THF (2 mL) was added a solution of 2-[2-(2-isopropyl-5-methyl-2H-[1,2,4]triazol-3-yl)-4,5-dihydro-6-oxa-1,3a-diazabenzo[e]azulen-8-yloxy]-2-phenylmalonic acid diethyl ester (72.5 mg, 0.13 mmol) in THF (1 mL). The mixture was stirred at RT for 2 h, then EtOAc (5 mL) was added and stirring was continued for 10 min. An aqueous solution of Rochelle's salt was then added and stirring continued for a further 30 min. The mixture was filtered through a Ce... The reactants are CCOC(C)=O, O=C(OO)c1cccc(Cl)c1, CC(C)(C)OC(=O)C=Cc1ccccn1. The product is CC(C)(C)OC(=O)C=Cc1cccc[n+]1[O-]. Reaction SMILES: [CH3:27][CH2:28][O:29][C:30](=[O:31])[CH3:32].[OH:16][O:17][C:18]([c:19]1[cH:20][c:21]([Cl:22])[cH:23][cH:24][cH:25]1)=[O:26].[n:1]1[c:2]([CH:7]=[CH:8][C:9](=[O:10])[O:11][C:12]([CH3:13])([CH3:14])[CH3:15])[cH:3][cH:4][cH:5][cH:6]1>>[n+:1]1([O-:16])[c:2]([CH:7]=[CH:8][C:9](=[O:10])[O:11][C:12]([CH3:13])([CH3:14])[CH3:15])[cH:3][cH:4][cH:5][cH:6]1. Starting materials: C(C1=CC=CC=C1)N1C[C@@H]([C@H](C1)C1=CC=CC=C1)CO (1-benzyl-3-(R)-hydroxymethyl-4-(S)-phenyl pyrrolidine), C(C)(C)N(C(C)C)CC (N,N-diisopropylethylamine), [Si](C)(C)(C(C)(C)C)Cl (t-butyldimethylsilyl chloride). Run in C(Cl)Cl (CH2Cl2). Run at time 20 hour. Yields the product C(C1=CC=CC=C1)N1C[C@@H]([C@H](C1)C1=CC=CC=C1)CO[Si](C)(C)C(C)(C)C (1-Benzyl-3-(R)-(t-butyldimethylsilyloxymethyl)-4-(S)-phenyl pyrrolidine). Yield: 98.9%. Reaction SMILES: [CH2:1]([N:8]1[CH2:12][C@H:11]([C:13]2[CH:18]=[CH:17][CH:16]=[CH:15][CH:14]=2)[C@@H:10]([CH2:19][OH:20])[CH2:9]1)[C:2]1[CH:7]=[CH:6][CH:5]=[CH:4][CH:3]=1.C(N(CC)C(C)C)(C)C.[Si:30](Cl)([C:33]([CH3:36])([CH3:35])[CH3:34])([CH3:32])[CH3:31]>C(Cl)Cl>[CH2:1]([N:8]1[CH2:12][C@H:11]([C:13]2[CH:18]=[CH:17][CH:16]=[CH:15][CH:14]=2)[C@@H:10]([CH2:19][O:20][Si:30]([C:33]([CH3:36])([CH3:35])[CH3:34])([CH3:32])[CH3:31])[CH2:9]1)[C:2]1[CH:3]=[CH:4][CH:5]=[CH:6][CH:7]=1. Reported procedure: A solution of 82.0 g (0.31 mol) of 1-benzyl-3-(R)-hydroxymethyl-4-(S)-phenyl pyrrolidine (from Step C) and 46.5 g (0.36 mol) of N,N-diisopropylethylamine in 1 L of CH2Cl2 was treated with 54.2 g (0.36 mol) of t-butyldimethylsilyl chloride and the resulting mixture was stirred at rt for 20 h. The reaction was quenched with 750 mL of sat'd NaHCO3 and the layers were separated. The organic layer was combined with 150 g of silica gel and aged for 45 min. The mixture was filtered and the filtrate was...